This data is from the Open Reaction Database (ORD), a public repository of structured organic reaction records. The task is: describe an organic reaction: reactants, conditions, products, and yield Starting materials: CCN(C(C)C)C(C)C, Cc1ccc(C2(CSCC(=O)N3C(=O)OCC3c3ccccc3)OCC(C)(C)CO2)cc1, CC(C)O, ClCCl, CC(C)(C)OC(=O)COc1ccc(C=Nc2ccc(F)cc2)cc1, O. Yields the product Cc1ccc(C2(CSC(C(=O)N3C(=O)OCC3c3ccccc3)C(Nc3ccc(F)cc3)c3ccc(OCC(=O)OC(C)(C)C)cc3)OCC(C)(C)CO2)cc1. RXN SMILES: [CH2:57]([N:58]([CH:59]([CH3:60])[CH3:61])[CH:62]([CH3:63])[CH3:64])[CH3:65].[CH3:1][C:2]1([CH3:32])[CH2:3][O:4][C:5]([c:8]2[cH:9][cH:10][c:11]([CH3:14])[cH:12][cH:13]2)([CH2:15][S:16][CH2:17][C:18](=[O:19])[N:20]2[C:21](=[O:31])[O:22][CH2:23][CH:24]2[c:25]2[cH:26][cH:27][cH:28][cH:29][cH:30]2)[O:6][CH2:7]1.[CH:66]([OH:67])([CH3:68])[CH3:69].[Cl:70][CH2:71][Cl:72].[F:33][c:34]1[cH:35][cH:36][c:37]([N:40]=[CH:41][c:42]2[cH:43][cH:44][c:45]([O:46][CH2:47][C:48](=[O:49])[O:50][C:51]([CH3:52])([CH3:53])[CH3:54])[cH:55][cH:56]2)[cH:38][cH:39]1.[OH2:73]>>[CH3:1][C:2]1([CH3:32])[CH2:3][O:4][C:5]([c:8]2[cH:9][cH:10][c:11]([CH3:14])[cH:12][cH:13]2)([CH2:15][S:16][CH:17]([C:18](=[O:19])[N:20]2[C:21](=[O:31])[O:22][CH2:23][CH:24]2[c:25]2[cH:26][cH:27][cH:28][cH:29][cH:30]2)[CH:41]([NH:40][c:37]2[cH:36][cH:35][c:34]([F:33])[cH:39][cH:38]2)[c:42]2[cH:43][cH:44][c:45]([O:46][CH2:47][C:48](=[O:49])[O:50][C:51]([CH3:52])([CH3:53])[CH3:54])[cH:55][cH:56]2)[O:6][CH2:7]1.